From a dataset of the Open Reaction Database (ORD), a public repository of structured organic reaction records. describe an organic reaction: reactants, conditions, products, and yield The reactants are C(C1=CC=CC=C1)(=O)NCC1=CC=C(C=C1)NC(=S)N (N-benzoyl-4-thioureidobenzylamine), C(C)I (ethyl iodide), C([O-])(O)=O.[Na+] (sodium bicarbonate). Solvent: C(C)#N (acetonitrile). Product: C(C1=CC=CC=C1)(=O)NCC1=CC=C(C=C1)NC(SCC)=N (N-benzoyl-4-(S-ethylisothioureido)benzylamine). Yield: 88.0%. Reaction SMILES: [C:1]([NH:9][CH2:10][C:11]1[CH:16]=[CH:15][C:14]([NH:17][C:18]([NH2:20])=[S:19])=[CH:13][CH:12]=1)(=[O:8])[C:2]1[CH:7]=[CH:6][CH:5]=[CH:4][CH:3]=1.[CH2:21](I)[CH3:22].C(=O)(O)[O-].[Na+]>C(#N)C>[C:1]([NH:9][CH2:10][C:11]1[CH:12]=[CH:13][C:14]([NH:17][C:18](=[NH:20])[S:19][CH2:21][CH3:22])=[CH:15][CH:16]=1)(=[O:8])[C:2]1[CH:7]=[CH:6][CH:5]=[CH:4][CH:3]=1 |f:2.3|. Procedure: To a mixture of N-benzoyl-4-thioureidobenzylamine (139.1 mg) and acetonitrile (10 ml), ethyl iodide (0.5 ml) was added and heated under reflux for 3 h. A saturated aqueous sodium bicarbonate solution was added to the reaction mixture, which was extracted with ethyl acetate. The organic layer was washed successively with water and a saturated aqueous sodium chloride solution, dried with anhydrous sodium sulfate and the solvent was distilled off under reduced pressure. The resulting residue was pu...